Dataset: the Open Reaction Database (ORD), a public repository of structured organic reaction records. Task: describe an organic reaction: reactants, conditions, products, and yield The reactants are F[B-](F)(F)F, CCN(C(C)C)C(C)C, ClCCl, O=C(O)Cc1ccc(C(F)(F)F)cc1, [Na+], O=C([O-])O, Nc1cccc(-c2n[nH]cc2-c2ccncc2)c1, CN(C)C(On1nnc2ccccc21)=[N+](C)C. The product is O=C(Cc1ccc(C(F)(F)F)cc1)Nc1cccc(-c2n[nH]cc2-c2ccncc2)c1. As a reaction SMILES: [B-:42]([F:43])([F:44])([F:45])[F:46].[CH:33]([N:34]([CH2:35][CH3:36])[CH:37]([CH3:38])[CH3:39])([CH3:40])[CH3:41].[Cl:69][CH2:70][Cl:71].[F:19][C:20]([c:21]1[cH:22][cH:23][c:24]([CH2:27][C:28](=[O:29])[OH:30])[cH:25][cH:26]1)([F:31])[F:32].[Na+:68].[O-:64][C:65]([OH:66])=[O:67].[n:1]1[cH:2][cH:3][c:4](-[c:7]2[c:8](-[c:12]3[cH:13][c:14]([NH2:18])[cH:15][cH:16][cH:17]3)[n:9][nH:10][cH:11]2)[cH:5][cH:6]1.[n:47]1([O:48][C:49]([N:50]([CH3:51])[CH3:52])=[N+:53]([CH3:54])[CH3:55])[c:56]2[cH:57][cH:58][cH:59][cH:60][c:61]2[n:62][n:63]1>>[n:1]1[cH:2][cH:3][c:4](-[c:7]2[c:8](-[c:12]3[cH:13][c:14]([NH:18][C:28]([CH2:27][c:24]4[cH:23][cH:22][c:21]([C:20]([F:19])([F:31])[F:32])[cH:26][cH:25]4)=[O:29])[cH:15][cH:16][cH:17]3)[n:9][nH:10][cH:11]2)[cH:5][cH:6]1.